This data is from the Open Reaction Database (ORD), a public repository of structured organic reaction records. The task is: describe an organic reaction: reactants, conditions, products, and yield Reactants: CCO, CC(C)(C)OC(=O)N1CCC(O)(CNc2c([N+](=O)[O-])cnc3ccccc23)CC1. The product is CC(C)(C)OC(=O)N1CCC(O)(CNc2c(N)cnc3ccccc23)CC1. As a reaction SMILES: [CH3:30][CH2:31][OH:32].[OH:1][C:2]1([CH2:15][NH:16][c:17]2[c:18]([N+:27]([O-:28])=[O:29])[cH:19][n:20][c:21]3[cH:22][cH:23][cH:24][cH:25][c:26]23)[CH2:3][CH2:4][N:5]([C:8](=[O:9])[O:10][C:11]([CH3:12])([CH3:13])[CH3:14])[CH2:6][CH2:7]1>>[OH:1][C:2]1([CH2:15][NH:16][c:17]2[c:18]([NH2:27])[cH:19][n:20][c:21]3[cH:22][cH:23][cH:24][cH:25][c:26]23)[CH2:3][CH2:4][N:5]([C:8](=[O:9])[O:10][C:11]([CH3:12])([CH3:13])[CH3:14])[CH2:6][CH2:7]1. Reactants: BrC1=CC=C(C=C1)C1=CCC2(OCCO2)CC1 (8-(4-Bromophenyl)-1,4-dioxaspiro(4.5)dec-7-ene), C(C)OC1=C(C(=C(C=C1)B(O)O)F)F (4-ethoxy-2,3-difluorophenylboronic acid), P(=O)([O-])([O-])[O-].[K+].[K+].[K+] (potassium phosphate), dichlorobistriphenylphosphine palladium (II), O1CCOCC1 (1,4-dioxane). Run in O (water). Reaction conditions: temperature 25 celsius. Yields the product C(C)OC1=C(C(=C(C=C1)C1=CC=C(C=C1)C1CCC2(OCCO2)CC1)F)F (8-(4′-ethoxy-2′,3′-difluoro-(1,1′-biphenyl)-4-yl)-1,4-dioxaspiro(4.5)decane). Yield: 75.7%. As a reaction SMILES: Br[C:2]1[CH:7]=[CH:6][C:5]([C:8]2[CH2:17][CH2:16][C:11]3([O:15][CH2:14][CH2:13][O:12]3)[CH2:10][CH:9]=2)=[CH:4][CH:3]=1.[CH2:18]([O:20][C:21]1[CH:26]=[CH:25][C:24](B(O)O)=[C:23]([F:30])[C:22]=1[F:31])[CH3:19].P([O-])([O-])([O-])=O.[K+].[K+].[K+].O1CCOCC1>O>[CH2:18]([O:20][C:21]1[CH:26]=[CH:25][C:24]([C:2]2[CH:7]=[CH:6][C:5]([CH:8]3[CH2:17][CH2:16][C:11]4([O:15][CH2:14][CH2:13][O:12]4)[CH2:10][CH2:9]3)=[CH:4][CH:3]=2)=[C:23]([F:30])[C:22]=1[F:31])[CH3:19] |f:2.3.4.5|. Reported procedure: 8-(4-Bromophenyl)-1,4-dioxaspiro(4.5)dec-7-ene (s71) (30.0 g), 4-ethoxy-2,3-difluorophenylboronic acid (s70) (24.6 g), potassium phosphate (K3PO4; 64.7 g), dichlorobistriphenylphosphine palladium (II) (Pd(Ph3P)2Cl2; 2.1 g) and 1,4-dioxane (300 ml) were placed in a reaction vessel under an atmosphere of nitrogen, and heated to reflux for 2 hours. After the reaction mixture had been cooled to 25° C., it was treated with water, and the aqueous layer was extracted with toluene. The combined organic ... Reactants: S1C(=CC=C1)C=1OC2=C(N1)C=C(C=C2)CO (2-(2-thienyl)-5-benzoxazolylmethanol), S(=O)(Cl)Cl (thionyl chloride). Run at time 3 hour. Yields the product ClCC=1C=CC2=C(N=C(O2)C=2SC=CC2)C1 (5-chloromethyl-2-(2-thienyl) benzoxazole). Isolated yield 85.0%. RXN SMILES: [S:1]1[CH:5]=[CH:4][CH:3]=[C:2]1[C:6]1[O:7][C:8]2[CH:14]=[CH:13][C:12]([CH2:15]O)=[CH:11][C:9]=2[N:10]=1.S(Cl)([Cl:19])=O>>[Cl:19][CH2:15][C:12]1[CH:13]=[CH:14][C:8]2[O:7][C:6]([C:2]3[S:1][CH:5]=[CH:4][CH:3]=3)=[N:10][C:9]=2[CH:11]=1. Procedure details: To 2-(2-thienyl)-5-benzoxazolylmethanol (600 mg) was added thionyl chloride (3 ml) at 0° C., stirred for 3 hours. The reaction mixture was concentrated, which was neutalized with saturated aqueous sodium bicarbonate, and extracted with ethyl acetate. The ethyl acetate layer was washed with water, dried (MgSO4), and concentrated under reduced pressure to give crystals of 5-chloromethyl-2-(2-thienyl) benzoxazole (550 mg, 85%). The recrystalization from ethyl acetate-hexane gave colorless needles, ... Reactants: C(C)(C)(C)OC(NC1=C(C=C(C=C1)C1=CC=C(C=C1)F)NC(CC(=O)C1=CC(=CC=C1)[N+](=O)[O-])=O)=O ({4′-fluoro-3-[3-(3-nitro-phenyl)-3-oxo-propionylamino]-biphenyl-4-yl}-carbamic acid tert.-butyl ester), C(=O)(C(F)(F)F)O (TFA). The solvent is C(Cl)Cl (CH2Cl2). Yields the product FC1=CC=C(C=C1)C=1C=CC2=C(NC(CC(=N2)C2=CC(=CC=C2)[N+](=O)[O-])=O)C1 (8-(4-Fluoro-phenyl)-4-(3-nitro-phenyl)-1,3-dihydro-benzo[b][1,4]diazepin-2-one). RXN SMILES: C(OC(=O)[NH:7][C:8]1[CH:13]=[CH:12][C:11]([C:14]2[CH:19]=[CH:18][C:17]([F:20])=[CH:16][CH:15]=2)=[CH:10][C:9]=1[NH:21][C:22](=[O:35])[CH2:23][C:24]([C:26]1[CH:31]=[CH:30][CH:29]=[C:28]([N+:32]([O-:34])=[O:33])[CH:27]=1)=O)(C)(C)C.C(O)(C(F)(F)F)=O>C(Cl)Cl>[F:20][C:17]1[CH:18]=[CH:19][C:14]([C:11]2[CH:12]=[CH:13][C:8]3[N:7]=[C:24]([C:26]4[CH:31]=[CH:30][CH:29]=[C:28]([N+:32]([O-:34])=[O:33])[CH:27]=4)[CH2:23][C:22](=[O:35])[NH:21][C:9]=3[CH:10]=2)=[CH:15][CH:16]=1. Procedure: Prepared from {4′-fluoro-3-[3-(3-nitro-phenyl)-3-oxo-propionylamino]-biphenyl-4-yl}-carbamic acid tert.-butyl ester (Example K42) by treatment with TFA in CH2Cl2 according to the general procedure M. Obtained as a light yellow solid (719 mg).